This data is from the Open Reaction Database (ORD), a public repository of structured organic reaction records. The task is: describe an organic reaction: reactants, conditions, products, and yield Reactants: C(=O)(O)COC1=CC=CC2=C1CC(C=1C(=NC=CC1)O2)=CCCN2CCC(CC2)(O)C2=CC=C(C=C2)Cl (1-[3-(7-Carboxymethyloxy-5,11-dihydro[1]benzoxepino[2,3-b]pyridin-5-ylidene)propyl]-4-(4-chlorophenyl)piperidin-4-ol), C(=O)(O)CCC1=CC=CC2=C1CC(C=1C(=NC=CC1)O2)=CCCN2CCC(CC2)(O)C2=CC=C(C=C2)Cl (1-[3-(7-(2-Carboxy)ethyl-5,11-dihydro[1]benzoxepino[2,3-b]pyridin-5-ylidene)propyl]-4-(4-chlorophenyl)-piperidin-4-ol). The product is C(N)(=O)CCC1=CC=CC2=C1CC(C=1C(=NC=CC1)O2)=CCCN2CCC(CC2)(O)C2=CC=C(C=C2)Cl (1-[3-(7-(2-Carbamoyl)ethyl-5,11-dihydro[1]benzoxepino[2,3-b]pyridin-5-ylidene)propyl]-4-(4-chlorophenyl)-piperidin-4-ol). RXN SMILES: C(CO[C:6]1[C:11]2[CH2:12][C:13](=[CH:21][CH2:22][CH2:23][N:24]3[CH2:29][CH2:28][C:27]([C:31]4[CH:36]=[CH:35][C:34]([Cl:37])=[CH:33][CH:32]=4)([OH:30])[CH2:26][CH2:25]3)[C:14]3[C:15]([O:20][C:10]=2[CH:9]=[CH:8][CH:7]=1)=[N:16][CH:17]=[CH:18][CH:19]=3)(O)=O.C(CCC1C2C[C:50](=CCCN3CCC(C4C=CC(Cl)=CC=4)(O)CC3)[C:51]3[C:52]([O:57]C=2C=CC=1)=[N:53]C=CC=3)(O)=O>>[C:52]([CH2:51][CH2:50][C:6]1[C:11]2[CH2:12][C:13](=[CH:21][CH2:22][CH2:23][N:24]3[CH2:25][CH2:26][C:27]([C:31]4[CH:32]=[CH:33][C:34]([Cl:37])=[CH:35][CH:36]=4)([OH:30])[CH2:28][CH2:29]3)[C:14]3[C:15]([O:20][C:10]=2[CH:9]=[CH:8][CH:7]=1)=[N:16][CH:17]=[CH:18][CH:19]=3)(=[O:57])[NH2:53]. Procedure: The titled compound was prepared by following the procedure of example 181, but replacing the product of example 133 with the product of example 123.